Task: describe an organic reaction: reactants, conditions, products, and yield. Dataset: the Open Reaction Database (ORD), a public repository of structured organic reaction records Reactants: FC1=CC2=C(C(=NO2)C2CCN(CC2)CCN2C(N(CC2)C(C)C)=O)C=C1 (1-{2-[4-(6-Fluoro-1,2-benzisoxazol-3-yl)piperid-1-yl]ethyl}-3-isopropylimidazolidin-2-one), Cl (hydrochloride), FC1=CC2=C(C(=NO2)N2CCNCC2)C=C1 (4-(6-fluoro-1,2-benzisoxazol-3-yl)piperazine), BrCC (bromoethane). Yields the product FC1=CC2=C(C(=NO2)N2CCN(CC2)CCN2C(N(CC2)CC)=O)C=C1 (1-{2-[4-(6-Fluoro-1,2-benzisoxazol-3-yl)piperazin-1-yl]ethyl}-3-ethylimidazolidin-2-one). RXN SMILES: FC1C=CC2C(C3CCN([CH2:15][CH2:16][N:17]4[CH2:21][CH2:20][N:19]([CH:22](C)[CH3:23])[C:18]4=[O:25])CC3)=NOC=2C=1.[F:28][C:29]1[CH:43]=[CH:42][C:32]2[C:33]([N:36]3[CH2:41][CH2:40][NH:39][CH2:38][CH2:37]3)=[N:34][O:35][C:31]=2[CH:30]=1.BrCC.Cl>>[F:28][C:29]1[CH:43]=[CH:42][C:32]2[C:33]([N:36]3[CH2:41][CH2:40][N:39]([CH2:15][CH2:16][N:17]4[CH2:21][CH2:20][N:19]([CH2:22][CH3:23])[C:18]4=[O:25])[CH2:38][CH2:37]3)=[N:34][O:35][C:31]=2[CH:30]=1. Reported procedure: This product is prepared in the same manner as the compound of Example 1 but using 4-(6-fluoro-1,2-benzisoxazol-3-yl)piperazine instead of 4-(6-fluoro-1,2-benzisoxazol-3-yl)-piperidine in Step 1, and using bromoethane instead of 2-bromopropane in Step 2. The hydrochloride of the title compound so obtained melts at 201°-204° C.